Task: describe an organic reaction: reactants, conditions, products, and yield. Dataset: the Open Reaction Database (ORD), a public repository of structured organic reaction records The reactants are C(C1=CC=CC=C1)N1N=NC(=C1)C=1SC(=C(N1)C)C(=O)O (2-(1-benzyl-1H-1,2,3-triazol-4-yl)-4-methylthiazole-5-carboxylic acid), C1(CC1)CN1N=NC(=C1)C=1SC(=C(N1)C)C(=O)O (2-(1-(cyclopropylmethyl)-1H-1,2,3-triazol-4-yl)-4-methylthiazole-5-carboxylic acid), N1=CC(=CC=C1)CN (pyridin-3-ylmethanamine). The product is C1(CC1)CN1N=NC(=C1)C=1SC(=C(N1)C)C(=O)NCC=1C=NC=CC1 (2-(1-(cyclopropylmethyl)-1H-1,2,3-triazol-4-yl)-4-methyl-N-(pyridin-3-ylmethyl)thiazole-5-carboxamide). Yield: 57.0%. Reaction SMILES: [CH2:1]([N:8]1[CH:12]=[C:11]([C:13]2[S:14][C:15]([C:19]([OH:21])=O)=[C:16]([CH3:18])[N:17]=2)[N:10]=[N:9]1)[C:2]1[CH:7]=[CH:6]C=CC=1.C1(C[N:26]2[CH:30]=[C:29]([C:31]3S[C:33]([C:37](O)=O)=[C:34](C)[N:35]=3)N=N2)CC1.N1C=CC=C(CN)C=1>>[CH:2]1([CH2:1][N:8]2[CH:12]=[C:11]([C:13]3[S:14][C:15]([C:19]([NH:26][CH2:30][C:29]4[CH:31]=[N:35][CH:34]=[CH:33][CH:37]=4)=[O:21])=[C:16]([CH3:18])[N:17]=3)[N:10]=[N:9]2)[CH2:7][CH2:6]1. Procedure details: Following the procedure as described in Example 4, making variations as necessary to replace 2-(1-benzyl-1H-1,2,3-triazol-4-yl)-4-methylthiazole-5-carboxylic acid with 2-(1-(cyclopropylmethyl)-1H-1,2,3-triazol-4-yl)-4-methylthiazole-5-carboxylic acid to react with pyridin-3-ylmethanamine, the title compound was obtained as a white solid in 57% yield: mp 140-141° C. (ethyl acetate/hexanes); 1H NMR (300 MHz, CDCl3) δ 8.73-8.48 (m, 2H), 8.24 (s, 1H), 7.76-7.66 (m, 1H), 7.39-7.19 (m, 1H), 6.71 (br s... The reactants are Br[C@@H](C(=O)NC1=C(C(=CC=C1)C(C)C)O)C(C)C ((R)-2-(2-bromo-3-methylbutyryl)amino-6-isopropylphenol), C([O-])([O-])=O.[K+].[K+] (potassium carbonate), O (water). The solvent is CN(C=O)C (dimethylformamide). Yields the product C(C)(C)[C@@H]1OC2=C(NC1=O)C=CC=C2C(C)C ((S)-2,8-diisopropyl-2H-1,4-benzoxazin-3(4H)-one). Yield: 80.1%. As a reaction SMILES: Br[C@H:2]([CH:16]([CH3:18])[CH3:17])[C:3]([NH:5][C:6]1[CH:11]=[CH:10][CH:9]=[C:8]([CH:12]([CH3:14])[CH3:13])[C:7]=1[OH:15])=[O:4].C(=O)([O-])[O-].[K+].[K+].O>CN(C)C=O>[CH:16]([C@H:2]1[C:3](=[O:4])[NH:5][C:6]2[CH:11]=[CH:10][CH:9]=[C:8]([CH:12]([CH3:14])[CH3:13])[C:7]=2[O:15]1)([CH3:18])[CH3:17] |f:1.2.3|. Reported procedure: A solution of (R)-2-(2-bromo-3-methylbutyryl)amino-6-isopropylphenol (18.5 g) in dimethylformamide (120 ml) was treated with powdered potassium carbonate (9.75 g) at room temperature for 3 hours. Dilution with water gave crystals, which were recrystallized from 2-propanol to yield (S)-2,8-diisopropyl-2H-1,4-benzoxazin-3(4H)-one as colorless prisms (11.0 g, 80.3%), mp 151°-152° C., [α]D23 -5.6° (c=1.0, MeOH).